This data is from the Open Reaction Database (ORD), a public repository of structured organic reaction records. The task is: describe an organic reaction: reactants, conditions, products, and yield Reactants: O1CCCC1 (tetrahydrofuran), C(C)(=O)O (acetic acid), ClC=1C=C(C=CC1S(=O)(=O)C)[C@H](C(=O)NC1=NN(C=C1)CC(C)(O[Si](CC)(CC)CC)C)CC1CCCC1 (2(R)-(3-chloro-4-methanesulfonyl-phenyl)-3-cyclopentyl-N-[1-(2-methyl-2-triethylsilanyloxy-propyl)-1H-pyrazol-3-yl]-propionamide). Run in O (water), O (water). Reaction conditions: temperature 25 celsius. Product: ClC=1C=C(C=CC1S(=O)(=O)C)[C@H](C(=O)NC1=NN(C=C1)CC(C)(C)O)CC1CCCC1 (2(R)-(3-chloro-4-methanesulfonyl-phenyl)-3-cyclopentyl-N-[1-(2-hydroxy-2-methyl-propyl)-1H-pyrazol-3-yl]-propionamide). Yield: 61.0%. RXN SMILES: [Cl:1][C:2]1[CH:3]=[C:4]([C@@H:12]([CH2:33][CH:34]2[CH2:38][CH2:37][CH2:36][CH2:35]2)[C:13]([NH:15][C:16]2[CH:20]=[CH:19][N:18]([CH2:21][C:22]([CH3:32])([O:24][Si](CC)(CC)CC)[CH3:23])[N:17]=2)=[O:14])[CH:5]=[CH:6][C:7]=1[S:8]([CH3:11])(=[O:10])=[O:9].O1CCCC1.C(O)(=O)C>O>[Cl:1][C:2]1[CH:3]=[C:4]([C@@H:12]([CH2:33][CH:34]2[CH2:35][CH2:36][CH2:37][CH2:38]2)[C:13]([NH:15][C:16]2[CH:20]=[CH:19][N:18]([CH2:21][C:22]([OH:24])([CH3:32])[CH3:23])[N:17]=2)=[O:14])[CH:5]=[CH:6][C:7]=1[S:8]([CH3:11])(=[O:9])=[O:10]. Procedure: In a flask containing 2(R)-(3-chloro-4-methanesulfonyl-phenyl)-3-cyclopentyl-N-[1-(2-methyl-2-triethylsilanyloxy-propyl)-1H-pyrazol-3-yl]-propionamide (80 mg, 0.14 mmol) was added tetrahydrofuran (2 mL), water (500 μL) and acetic acid (2 mL) and was stirred at 25° C. until complete by thin layer chromatography. It was then diluted with water (10 mL) and extracted with ethyl acetate (3×10 mL). The organics were than combined and washed with a saturated aqueous solution of sodium bicarbonate (10 m... Starting materials: O=C(O)C1CCC(=O)N1Cc1ccccc1, ClCCCl, C1CCOC1, CCN(C(C)C)C(C)C, CCOC(=O)C(O)C(N)Cc1ccccc1, CN(C)C=O, On1nnc2ccccc21. Product: CCOC(=O)C(O)C(Cc1ccccc1)NC(=O)C1CCC(=O)N1Cc1ccccc1. RXN SMILES: [CH2:1]([c:2]1[cH:3][cH:4][cH:5][cH:6][cH:7]1)[N:8]1[CH:9]([C:14](=[O:15])[OH:16])[CH2:10][CH2:11][C:12]1=[O:13].[CH2:43]([Cl:44])[CH2:45][Cl:46].[CH2:56]1[O:57][CH2:58][CH2:59][CH2:60]1.[CH:47]([N:48]([CH2:49][CH3:50])[CH:51]([CH3:52])[CH3:53])([CH3:54])[CH3:55].[NH2:27][CH:28]([CH:29]([C:30](=[O:31])[O:32][CH2:33][CH3:34])[OH:35])[CH2:36][c:37]1[cH:38][cH:39][cH:40][cH:41][cH:42]1.[O:61]=[CH:62][N:63]([CH3:64])[CH3:65].[OH:17][n:18]1[c:19]2[cH:20][cH:21][cH:22][cH:23][c:24]2[n:25][n:26]1>>[CH2:1]([c:2]1[cH:3][cH:4][cH:5][cH:6][cH:7]1)[N:8]1[CH:9]([C:14](=[O:16])[NH:27][CH:28]([CH:29]([C:30](=[O:31])[O:32][CH2:33][CH3:34])[OH:35])[CH2:36][c:37]2[cH:38][cH:39][cH:40][cH:41][cH:42]2)[CH2:10][CH2:11][C:12]1=[O:13]. Reactants: CO, Cl, NS(=O)(=O)c1cccc(C(=O)O)c1. Yields the product NS(=O)(=O)c1cccc(CO)c1. As a reaction SMILES: [CH3:15][OH:16].[ClH:14].[NH2:1][S:2](=[O:3])(=[O:4])[c:5]1[cH:6][c:7]([C:8](=[O:9])[OH:10])[cH:11][cH:12][cH:13]1>>[NH2:1][S:2](=[O:3])(=[O:4])[c:5]1[cH:6][c:7]([CH2:8][OH:9])[cH:11][cH:12][cH:13]1. Reactants: C(C1=CC=CC=C1)OC(=O)N1[C@H](CCC1)C(=O)C1=CNC2=CC=C(C=C12)CCS(=O)(=O)C1=CC=CC=C1 ((R)-benzyl-2-(5-(2-(phenylsulfonyl)ethyl)-1H-indole-3-carbonyl)-pyrrolidine-1-carboxylate). The solvent is CC(=O)C (acetone), CS(=O)(=O)O (methanesulfonic acid), C=O (formaldehyde), [Pd] (Pd/C). The product is CN1[C@H](CCC1)C(=O)C1=CNC2=CC=C(C=C12)CCS(=O)(=O)C1=CC=CC=C1 ((R)-(1-methylpyrrolidin-2-yl)(5-(2-(phenylsulfonyl)ethyl)-1H-indol-3-yl)methanone). The yield is 65.0%. As a reaction SMILES: C(O[C:9]([N:11]1[CH2:15][CH2:14][CH2:13][C@@H:12]1[C:16]([C:18]1[C:26]2[C:21](=[CH:22][CH:23]=[C:24]([CH2:27][CH2:28][S:29]([C:32]3[CH:37]=[CH:36][CH:35]=[CH:34][CH:33]=3)(=[O:31])=[O:30])[CH:25]=2)[NH:20][CH:19]=1)=[O:17])=O)C1C=CC=CC=1>CC(C)=O.CS(O)(=O)=O.C=O.[Pd]>[CH3:9][N:11]1[CH2:15][CH2:14][CH2:13][C@@H:12]1[C:16]([C:18]1[C:26]2[C:21](=[CH:22][CH:23]=[C:24]([CH2:27][CH2:28][S:29]([C:32]3[CH:37]=[CH:36][CH:35]=[CH:34][CH:33]=3)(=[O:30])=[O:31])[CH:25]=2)[NH:20][CH:19]=1)=[O:17]. Procedure details: A suspension of (R)-benzyl-2-(5-(2-(phenylsulfonyl)ethyl)-1H-indole-3-carbonyl)-pyrrolidine-1-carboxylate (5.0 g) in 50 ml acetone, methanesulfonic acid, formaldehyde and 10% Pd/C was subject to hydrogenation at 45 psi. Upon completion of the reaction the catalyst was filtered off and the solvent removed under vacuum to provide the title compound in about 65-75% yield. Mass (M+Na) 419.5